Task: describe an organic reaction: reactants, conditions, products, and yield. Dataset: the Open Reaction Database (ORD), a public repository of structured organic reaction records Reactants: C(C)OC(=O)C=1NC2=CC=C(C=C2C1)Cl (5-chloro-1H-indole-2-carboxylic acid ethyl ester), BrCC1=CC=CC2=CC=C(C=C12)F (1-bromomethyl-7-fluoro-naphthalene). The product is C(C)OC(=O)C=1N(C2=CC=C(C=C2C1)Cl)CC1=CC=CC2=CC=C(C=C12)F (5-chloro-1-(7-fluoro-naphthalen-1-ylmethyl)-1H-indole-2-carboxylic acid ethyl ester). RXN SMILES: [CH2:1]([O:3][C:4]([C:6]1[NH:7][C:8]2[C:13]([CH:14]=1)=[CH:12][C:11]([Cl:15])=[CH:10][CH:9]=2)=[O:5])[CH3:2].Br[CH2:17][C:18]1[C:27]2[C:22](=[CH:23][CH:24]=[C:25]([F:28])[CH:26]=2)[CH:21]=[CH:20][CH:19]=1>>[CH2:1]([O:3][C:4]([C:6]1[N:7]([CH2:17][C:18]2[C:27]3[C:22](=[CH:23][CH:24]=[C:25]([F:28])[CH:26]=3)[CH:21]=[CH:20][CH:19]=2)[C:8]2[C:13]([CH:14]=1)=[CH:12][C:11]([Cl:15])=[CH:10][CH:9]=2)=[O:5])[CH3:2]. Reported procedure: Using general procedure B, 5-chloro-1H-indole-2-carboxylic acid ethyl ester was coupled with 1-bromomethyl-7-fluoro-naphthalene (from Example 49.3.) to give 5-chloro-1-(7-fluoro-naphthalen-1-ylmethyl)-1H-indole-2-carboxylic acid ethyl ester which was hydrolyzed as described in the general procedure B (Exp. 2.2) to give the title compound as a white solid. MS: 352.2 ([M−H]−). Reactants: BrC1=CC(=C(C=C1)NC=1SC2=C(N1)C=CC=C2)F (N2-(4-bromo-2-fluorophenyl)-1,3-benzothiazol-2-amine), FC1=C(C=CC(=C1)B1OC(C(O1)(C)C)(C)C)NC=1OC2=C(N1)C=CC=C2 (N2-[2-fluoro-4-(4,4,5,5-tetramethyl-1,3,2-dioxaborolan-2-yl)phenyl]-1,3-benzoxazol-2-amine). The product is FC1=C(C=CC(=C1)B1OC(C(O1)(C)C)(C)C)NC=1SC2=C(N1)C=CC=C2 (N2-[2-fluoro-4-(4,4,5,5-tetramethyl-1,3,2-dioxaborolan-2-yl)phenyl]-1,3-benzothiazol-2-amine), powder. Yield: 42.0%. RXN SMILES: Br[C:2]1[CH:7]=[CH:6][C:5]([NH:8][C:9]2[S:10][C:11]3[CH:17]=[CH:16][CH:15]=[CH:14][C:12]=3[N:13]=2)=[C:4]([F:18])[CH:3]=1.FC1C=C([B:26]2[O:30][C:29]([CH3:32])([CH3:31])[C:28]([CH3:34])([CH3:33])[O:27]2)C=CC=1NC1OC2C=CC=CC=2N=1>>[F:18][C:4]1[CH:3]=[C:2]([B:26]2[O:30][C:29]([CH3:32])([CH3:31])[C:28]([CH3:34])([CH3:33])[O:27]2)[CH:7]=[CH:6][C:5]=1[NH:8][C:9]1[S:10][C:11]2[CH:17]=[CH:16][CH:15]=[CH:14][C:12]=2[N:13]=1. Procedure details: N2-[2-fluoro-4-(4,4,5,5-tetramethyl-1,3,2-dioxaborolan-2-yl)phenyl]-1,3-benzothiazol-2-amine was prepared from N2-(4-bromo-2-fluorophenyl)-1,3-benzothiazol-2-amine (1.699 g, 5.258 mmol) in a manner similar to that used for N2-[2-fluoro-4-(4,4,5,5-tetramethyl-1,3,2-dioxaborolan-2-yl)phenyl]-1,3-benzoxazol-2-amine. The compound was formed as an off-white powder (0.825 g, 42%). RP-HPLC (25 to 100% CH3CN in 0.1 N aqueous ammonium acetate over 10 min at 1 mL/min using a Hypersil HS C18, 250×4.6 mm co... The reactants are ClCC=CC (1-chloro-2-butene), C(C)(=O)NC1=C(C=CC=C1)O (2-acetamidophenol), C([O-])([O-])=O.[K+].[K+] (potassium carbonate). The solvent is CC(=O)C (aceton). Product: C(=C\C)/OC1=C(C=CC=C1)NC(C)=O (N-{2-[(E)-1-Propenyloxy]phenyl}acetamide). Reaction SMILES: Cl[CH2:2][CH:3]=[CH:4]C.[C:6]([NH:9][C:10]1[CH:15]=[CH:14][CH:13]=[CH:12][C:11]=1[OH:16])(=[O:8])[CH3:7].C(=O)([O-])[O-].[K+].[K+]>CC(C)=O>[CH:2](/[O:16][C:11]1[CH:12]=[CH:13][CH:14]=[CH:15][C:10]=1[NH:9][C:6](=[O:8])[CH3:7])=[CH:3]\[CH3:4] |f:2.3.4|. Procedure: A heterogenic mixture of commercially available 1-chloro-2-butene (Aldrich, predominantly trans) (453 mg, 0.49 mL, 5.00 mmol), 2-acetamidophenol (756 mg, 5.00 mmol) and potassium carbonate (691 mg, 5.00 mmol) in aceton (10 ml) was heated to reflux over night. After evaporation of the solvent the residue was taken up by ethylacetate and water. Washing of the organic phase with water, 5-proz. sodium hyroxide and brine and evaporation of the solvent afforded the crude which was purified by flash ch...